From a dataset of the Open Reaction Database (ORD), a public repository of structured organic reaction records. describe an organic reaction: reactants, conditions, products, and yield The reactants are CN1N=CC(=C1C(NCCC=1N=C(OC1C)C1=CC=CC=C1)=O)C(=O)O (1-methyl-5-(2-(5-methyl-2-phenyloxazol-4-yl)ethylcarbamoyl)-1H-pyrazole-4-carboxylic acid), Cl.FC1CNC1 (3-fluoroazetidine hydrochloride), solid. The product is CC1=C(N=C(O1)C1=CC=CC=C1)CCNC(=O)C=1N(N=CC1C(=O)N1CC(C1)F)C (4-(3-Fluoro-azetidine-1-carbonyl)-2-methyl-2H-pyrazole-3-carboxylic acid [2-(5-methyl-2-phenyl-oxazol-4-yl)-ethyl]-amide). RXN SMILES: [CH3:1][N:2]1[C:6]([C:7](=[O:23])[NH:8][CH2:9][CH2:10][C:11]2[N:12]=[C:13]([C:17]3[CH:22]=[CH:21][CH:20]=[CH:19][CH:18]=3)[O:14][C:15]=2[CH3:16])=[C:5]([C:24](O)=[O:25])[CH:4]=[N:3]1.Cl.[F:28][CH:29]1[CH2:32][NH:31][CH2:30]1>>[CH3:16][C:15]1[O:14][C:13]([C:17]2[CH:18]=[CH:19][CH:20]=[CH:21][CH:22]=2)=[N:12][C:11]=1[CH2:10][CH2:9][NH:8][C:7]([C:6]1[N:2]([CH3:1])[N:3]=[CH:4][C:5]=1[C:24]([N:31]1[CH2:32][CH:29]([F:28])[CH2:30]1)=[O:25])=[O:23] |f:1.2|. Procedure details: The product was obtained starting from 1-methyl-5-(2-(5-methyl-2-phenyloxazol-4-yl)ethylcarbamoyl)-1H-pyrazole-4-carboxylic acid (40 mg, 113 μmol) and 3-fluoroazetidine hydrochloride (15.1 mg, 135 μmol) according to the method described in example 37, step 3 as white solid (39 mg, 94.8 μmol, 84.0%). Reactants: C1(CCCCC1)COC=1C=2N(C=CC1)C(=C(N2)C)C(=O)NCCCCCCCC(=O)OC (methyl 8-({[8-(cyclohexylmethoxy)-2-methylimidazo[1,2-a]pyridin-3-yl]carbonyl}-amino)octanoate), Cl (hydrochloric acid), Example 16, [OH-].[Li+] (lithium hydroxide), O (water). The solvent is C1CCOC1 (THF). Run at time 8 hour. Product: C1(CCCCC1)COC=1C=2N(C=CC1)C(=C(N2)C)C(=O)NCCCCCCCC(=O)O (8-({[8-(Cyclohexylmethoxy)-2-methylimidazo[1,2-a]pyridin-3-yl]carbonyl}amino)octanoic acid). As a reaction SMILES: [CH:1]1([CH2:7][O:8][C:9]2[C:10]3[N:11]([C:15]([C:19]([NH:21][CH2:22][CH2:23][CH2:24][CH2:25][CH2:26][CH2:27][CH2:28][C:29]([O:31]C)=[O:30])=[O:20])=[C:16]([CH3:18])[N:17]=3)[CH:12]=[CH:13][CH:14]=2)[CH2:6][CH2:5][CH2:4][CH2:3][CH2:2]1.[OH-].[Li+].O.Cl>C1COCC1>[CH:1]1([CH2:7][O:8][C:9]2[C:10]3[N:11]([C:15]([C:19]([NH:21][CH2:22][CH2:23][CH2:24][CH2:25][CH2:26][CH2:27][CH2:28][C:29]([OH:31])=[O:30])=[O:20])=[C:16]([CH3:18])[N:17]=3)[CH:12]=[CH:13][CH:14]=2)[CH2:2][CH2:3][CH2:4][CH2:5][CH2:6]1 |f:1.2|. Reported procedure: 67 mg of methyl 8-({[8-(cyclohexylmethoxy)-2-methylimidazo[1,2-a]pyridin-3-yl]carbonyl}-amino)octanoate Example 16 (0.15 mmol, 1 equivalent) were dissolved in 2.5 ml of THF, and 0.3 ml of 1 M lithium hydroxide solution in water (0.3 mmol, 2 equivalents) was added. The mixture was stirred at RT overnight and then acidified with 1 M aq. hydrochloric acid and concentrated. The residue was dissolved in methanol/acetonitrile and purified by preparative HPLC (RP18 column, mobile phase: acetonitrile/wa... Starting materials: BrC(CC)C1=NC2=CC=CC=C2C(N1CC1=CC=CC=C1)=O (2-(I′-bromopropyl)-3-benzylquinazolin-4-one), CN(CCN)C (N,N-dimethylethylenediamine). The solvent is C(C)O (ethanol). Product: N (NH3), BrC(CC)C1=NC2=CC=CC=C2C(N1CC1=CC=CC=C1)=O (2-(I′-bromopropyl)-3-benzylquinazolin-4-one), 2-[I′-(N,N-dimethylethylenediamino)propyl]-3-benzylquinazolin-4-one. The yield is 55.0%. Reaction SMILES: [Br:1][CH:2]([C:5]1[N:14]([CH2:15][C:16]2[CH:21]=[CH:20][CH:19]=[CH:18][CH:17]=2)[C:13](=[O:22])[C:12]2[C:7](=[CH:8][CH:9]=[CH:10][CH:11]=2)[N:6]=1)[CH2:3][CH3:4].CN(C)CCN>C(O)C>[NH3:6].[Br:1][CH:2]([C:5]1[N:14]([CH2:15][C:16]2[CH:21]=[CH:20][CH:19]=[CH:18][CH:17]=2)[C:13](=[O:22])[C:12]2[C:7](=[CH:8][CH:9]=[CH:10][CH:11]=2)[N:6]=1)[CH2:3][CH3:4]. Procedure details: Compound 5 (10.7 g, 0.03 mole) and N,N-dimethylethylenediamine (6.6 mL, 0.06 mole) were dissolved in abs. ethanol (60 mL) and heated at reflux for 6 h. After completion of the reaction, the solvent was evaporated under reduced pressure. The residue was dissolved in dichloromethane (150 mL) and washed with 3% aq. NaOH solution (ca. 10-20 mL). The organic layer was dried over MgSO4 and evaporated to dryness under reduced pressure. The remaining oily product was purified by flash chromatography on ... Reported procedure: The title compound was synthesized from methyl 4-(4-methoxyphenethyl)-1,4,5,6-tetrahydrocyclopenta[b]pyrrole-2-carboxylate (235 mg, 0.78 mmol) and lithium hydroxide monohydrate (132 mg, 3.14 mmol) according to General Procedure 7. Silica gel was added, the solvent stripped off and the silica gel-imbedded material was purified by flash chromatography (0-80% EtOAc/Heptane) to give 4-(4-methoxyphenethyl)-1,4,5,6-tetrahydrocyclopenta[b]pyrrole-2-carboxylic acid (34) as a light yellow solid (142 mg, ... Product: COC1=CC=C(CCC2CCC=3NC(=CC32)C(=O)O)C=C1 (4-(4-methoxyphenethyl)-1,4,5,6-tetrahydrocyclopenta[b]pyrrole-2-carboxylic acid). Starting materials: COC1=CC=C(CCC2CCC=3NC(=CC32)C(=O)OC)C=C1 (methyl 4-(4-methoxyphenethyl)-1,4,5,6-tetrahydrocyclopenta[b]pyrrole-2-carboxylate), O.[OH-].[Li+] (lithium hydroxide monohydrate). Isolated yield 63.8%. Reaction SMILES: [CH3:1][O:2][C:3]1[CH:22]=[CH:21][C:6]([CH2:7][CH2:8][CH:9]2[C:16]3[CH:15]=[C:14]([C:17]([O:19]C)=[O:18])[NH:13][C:12]=3[CH2:11][CH2:10]2)=[CH:5][CH:4]=1.O.[OH-].[Li+]>>[CH3:1][O:2][C:3]1[CH:22]=[CH:21][C:6]([CH2:7][CH2:8][CH:9]2[C:16]3[CH:15]=[C:14]([C:17]([OH:19])=[O:18])[NH:13][C:12]=3[CH2:11][CH2:10]2)=[CH:5][CH:4]=1 |f:1.2.3|. Yields the product Cc1ccc(C(=O)c2ccc(CC(=O)O)n2C)cc1. As a reaction SMILES: [Br:2][c:3]1[cH:4][cH:5][c:6]([CH3:9])[cH:7][cH:8]1.[C:10](#[N:11])[c:12]1[cH:13][cH:14][c:15]([CH2:18][C:19](=[O:20])[O-:21])[n:16]1[CH3:17].[C:23]([c:24]1[n:25]([CH3:26])[c:27]([CH2:28][C:29]([OH:30])=[O:33])[cH:31][cH:32]1)#[N:34].[Ca:22].[Mg:1].[O:36]1[CH2:37][CH2:38][CH2:39][CH2:40]1.[OH2:35]>>[c:3]1([C:10]([c:12]2[cH:13][cH:14][c:15]([CH2:18][C:19](=[O:20])[OH:21])[n:16]2[CH3:17])=[O:33])[cH:4][cH:5][c:6]([CH3:9])[cH:7][cH:8]1. Reactants: Cc1ccc(Br)cc1, Cn1c(C#N)ccc1CC(=O)[O-], Cn1c(C#N)ccc1CC(=O)O, [Ca], [Mg], C1CCOC1, O.